From a dataset of the Open Reaction Database (ORD), a public repository of structured organic reaction records. describe an organic reaction: reactants, conditions, products, and yield Reactants: CCC(C)C(NC(=O)OC(C)(C)C)C(=O)O, CC#N, CC(=O)N(CC1CN(c2ccc(C3CCS(=O)(=O)CC3)c(F)c2)C(=O)O1)C(=O)OC(C)Cl, [Cs], [I-], [Na+], O. The product is CCC(C)C(NC(=O)OC(C)(C)C)C(=O)OC(C)OC(=O)N(CC1CN(c2ccc(C3CCS(=O)(=O)CC3)c(F)c2)C(=O)O1)C(C)=O. Reaction SMILES: [C:34](=[O:35])([O:36][C:37]([CH3:38])([CH3:39])[CH3:40])[NH:41][CH:42]([CH:43]([CH3:44])[CH2:45][CH3:46])[C:47](=[O:48])[OH:49].[CH3:53][C:54]#[N:55].[Cl:1][CH:2]([CH3:3])[O:4][C:5]([N:6]([CH2:7][CH:8]1[CH2:9][N:10]([c:14]2[cH:15][c:16]([F:28])[c:17]([CH:20]3[CH2:21][CH2:22][S:23](=[O:26])(=[O:27])[CH2:24][CH2:25]3)[cH:18][cH:19]2)[C:11](=[O:13])[O:12]1)[C:29]([CH3:30])=[O:31])=[O:32].[Cs:33].[I-:51].[Na+:50].[OH2:52]>>[CH:2]([CH3:3])([O:4][C:5]([N:6]([CH2:7][CH:8]1[CH2:9][N:10]([c:14]2[cH:15][c:16]([F:28])[c:17]([CH:20]3[CH2:21][CH2:22][S:23](=[O:26])(=[O:27])[CH2:24][CH2:25]3)[cH:18][cH:19]2)[C:11](=[O:13])[O:12]1)[C:29]([CH3:30])=[O:31])=[O:32])[O:49][C:47]([CH:42]([NH:41][C:34](=[O:35])[O:36][C:37]([CH3:38])([CH3:39])[CH3:40])[CH:43]([CH3:44])[CH2:45][CH3:46])=[O:48]. Starting materials: COC=1C=C(C=CC1OC)C(C(CCC)CCC)=O (3′,4′-dimethoxy-2-propylvalerophenone), Cl.ON (hydroxyamine hydrochloride), C(C)(=O)[O-].[Na+] (sodium acetate), C(C)(=O)OCC.CCCCCC (ethyl acetate hexane). The solvent is C(C)O (ethanol), O (water), O (water). Product: COC=1C=C(C=CC1OC)C(C(CCC)CCC)=NO (3′,4′-Dimethoxy-2-propyl-valerophenone oxime). Yield: 45.8%. Reaction SMILES: [CH3:1][O:2][C:3]1[CH:4]=[C:5]([C:11](=O)[CH:12]([CH2:16][CH2:17][CH3:18])[CH2:13][CH2:14][CH3:15])[CH:6]=[CH:7][C:8]=1[O:9][CH3:10].Cl.[OH:21][NH2:22].C([O-])(=O)C.[Na+].C(OCC)(=O)C.CCCCCC>C(O)C.O>[CH3:1][O:2][C:3]1[CH:4]=[C:5]([C:11](=[N:22][OH:21])[CH:12]([CH2:16][CH2:17][CH3:18])[CH2:13][CH2:14][CH3:15])[CH:6]=[CH:7][C:8]=1[O:9][CH3:10] |f:1.2,3.4,5.6|. Reported procedure: To a stirred solution of 3′,4′-dimethoxy-2-propylvalerophenone (2.64 grams, 10 mmol) in a mixture of ethanol (45 milliliters) and water (10 milliliters) was added hydroxyamine hydrochloride (1.11 grams, 16 mmol) and sodium acetate (1.64 grams, 20 mmol) in water (10 milliliters). The solution was refluxed for 1 week. Reaction progress was monitored by TLC (30%, ethyl acetate/hexane, UV) and had reached an equilibrium after 1 week. The reaction was allowed to cool to ambient temperature and the et... Starting materials: O=C(Cl)c1ccc(Cl)nc1, Cc1ccc(NC(=O)c2cc(N3CCOCC3)cc(C(F)(F)F)c2)cc1N. Yields the product Cc1ccc(NC(=O)c2cc(N3CCOCC3)cc(C(F)(F)F)c2)cc1NC(=O)c1ccc(Cl)nc1. As a reaction SMILES: [Cl:1][c:2]1[cH:3][cH:4][c:5]([C:8](=[O:9])[Cl:10])[cH:6][n:7]1.[NH2:11][c:12]1[cH:13][c:14]([NH:19][C:20]([c:21]2[cH:22][c:23]([N:31]3[CH2:32][CH2:33][O:34][CH2:35][CH2:36]3)[cH:24][c:25]([C:27]([F:28])([F:29])[F:30])[cH:26]2)=[O:37])[cH:15][cH:16][c:17]1[CH3:18]>>[Cl:1][c:2]1[cH:3][cH:4][c:5]([C:8](=[O:9])[NH:11][c:12]2[cH:13][c:14]([NH:19][C:20]([c:21]3[cH:22][c:23]([N:31]4[CH2:32][CH2:33][O:34][CH2:35][CH2:36]4)[cH:24][c:25]([C:27]([F:28])([F:29])[F:30])[cH:26]3)=[O:37])[cH:15][cH:16][c:17]2[CH3:18])[cH:6][n:7]1. Reactants: CCO, [H][H], O=[N+]([O-])c1cc(S(=O)(=O)c2ccccc2)ccc1O. Product: Nc1cc(S(=O)(=O)c2ccccc2)ccc1O. As a reaction SMILES: [CH3:22][CH2:23][OH:24].[H:20][H:21].[N+:1]([O-:2])(=[O:3])[c:4]1[c:5]([OH:19])[cH:6][cH:7][c:8]([S:10](=[O:11])(=[O:12])[c:13]2[cH:14][cH:15][cH:16][cH:17][cH:18]2)[cH:9]1>>[NH2:1][c:4]1[c:5]([OH:19])[cH:6][cH:7][c:8]([S:10](=[O:11])(=[O:12])[c:13]2[cH:14][cH:15][cH:16][cH:17][cH:18]2)[cH:9]1. Reactants: [BH4-], C=O, CO, COc1ccc(C(O)CNCc2ccccc2Cl)cc1OC, [Na+]. Product: COc1ccc(C(O)CN(C)Cc2ccccc2Cl)cc1OC. Reaction SMILES: [BH4-:25].[CH2:23]=[O:24].[CH3:27][OH:28].[Cl:1][c:2]1[c:3]([CH2:4][NH:5][CH2:6][CH:7]([OH:8])[c:9]2[cH:10][c:11]([O:17][CH3:18])[c:12]([O:15][CH3:16])[cH:13][cH:14]2)[cH:19][cH:20][cH:21][cH:22]1.[Na+:26]>>[Cl:1][c:2]1[c:3]([CH2:4][N:5]([CH2:6][CH:7]([OH:8])[c:9]2[cH:10][c:11]([O:17][CH3:18])[c:12]([O:15][CH3:16])[cH:13][cH:14]2)[CH3:23])[cH:19][cH:20][cH:21][cH:22]1. Reaction conditions: time 6 hour. As a reaction SMILES: [CH:1]1[C:13]2[N:12]([C:14]3[C:19]([C:20]([O:22][CH3:23])=[O:21])=[CH:18][N:17]=[CH:16][CH:15]=3)[C:11]3[C:6](=[CH:7][CH:8]=[CH:9][CH:10]=3)[C:5]=2[CH:4]=[CH:3][CH:2]=1.[Br:24]N1C(=O)CCC1=O.O>CN(C=O)C>[Br:24][C:3]1[CH:2]=[CH:1][C:13]2[N:12]([C:14]3[C:19]([C:20]([O:22][CH3:23])=[O:21])=[CH:18][N:17]=[CH:16][CH:15]=3)[C:11]3[C:6]([C:5]=2[CH:4]=1)=[CH:7][CH:8]=[CH:9][CH:10]=3. Procedure: 62.5 g (207 mmol) of methyl 4-carbazol-9-ylnicotinate in 2000 ml of DMF are cooled to −10° C., 37.3 g (207 mmol) of N-bromosuccinimide are added in portions, and the mixture is stirred at room temperature for 6 h. 500 ml of water are subsequently added to the mixture, which is then extracted with CH2Cl2. The organic phase is dried over MgSO4, and the solvent is removed in vacuo. The product is washed by stirring with hot toluene and filtered off with suction. Yield: 71 g (186 mmol), 90% of theor... Product: BrC=1C=CC=2N(C3=CC=CC=C3C2C1)C1=CC=NC=C1C(=O)OC (Methyl 4-(3-bromocarbazol-9-yl)nicotinate). Solvent: CN(C)C=O (DMF). Reactants: BrN1C(CCC1=O)=O (N-bromosuccinimide), C1=CC=CC=2C3=CC=CC=C3N(C12)C1=CC=NC=C1C(=O)OC (methyl 4-carbazol-9-ylnicotinate), O (water). The reactants are N[C@@H](CC1=CC=CC=C1)C(=O)O (L-Phenylalanine), C(C1=CC=CC=C1)Cl (benzyl chloride), C([O-])([O-])=O.[K+].[K+] (potassium carbonate), [I-].[Na+] (sodium iodide). The solvent is CN(C(C)=O)C (N,N-dimethylacetamide), O (water), C(C)(=O)OCC (ethyl acetate), O (water). The product is C(C1=CC=CC=C1)OC([C@@H](N(CC1=CC=CC=C1)CC1=CC=CC=C1)CC1=CC=CC=C1)=O (N,N-dibenzyl-L-phenylalanine benzyl ester). The yield is 207.7%. Reaction SMILES: [NH2:1][C@H:2]([C:10]([OH:12])=[O:11])[CH2:3][C:4]1[CH:9]=[CH:8][CH:7]=[CH:6][CH:5]=1.C(=O)([O-])[O-].[K+].[K+].[I-].[Na+].[CH2:21](Cl)[C:22]1[CH:27]=[CH:26][CH:25]=[CH:24][CH:23]=1>C(OCC)(=O)C.O.CN(C)C(=O)C>[CH2:21]([O:11][C:10](=[O:12])[C@H:2]([CH2:3][C:4]1[CH:9]=[CH:8][CH:7]=[CH:6][CH:5]=1)[N:1]([CH2:3][C:4]1[CH:9]=[CH:8][CH:7]=[CH:6][CH:5]=1)[CH2:21][C:22]1[CH:27]=[CH:26][CH:25]=[CH:24][CH:23]=1)[C:22]1[CH:27]=[CH:26][CH:25]=[CH:24][CH:23]=1 |f:1.2.3,4.5|. Reported procedure: L-Phenylalanine (50 g), pulverized potassium carbonate (167 34 g), and sodium iodide (22.68 g) were added to N,N-dimethylacetamide (500 ml) while stirring, and water (25 ml) was added thereto. After elevating the temperature to 60° C., benzyl chloride (118.78 g) was dropwise added. After the dropwise addition, the mixture was vigorously stirred at 60°-65° C. for 6 hours. After the reaction, the reaction mixture was cooled to 20°-30° C., and water (750 ml) and ethyl acetate (500 ml) were added th... The reactants are C1(CC1)S(=O)(=O)N (cyclopropanesulfonamide), CC1(CC(NC2=CC=C(C=C12)C(=O)O)C1=CC(=CC=C1)C(F)(F)F)C (4,4-dimethyl-2-(3-trifluoromethyl-phenyl)-1,2,3,4-tetrahydro-quinoline-6-carboxylic acid), C(=O)(N1C=NC=C1)N1C=NC=C1 (1,1′-carbonyldiimidazole), [H-].[Na+] (sodium hydride). Run in O (water), CN(C=O)C (N,N-dimethylformamide), CN(C=O)C (N,N-dimethylformamide). Conditions: temperature 25 celsius, time 1 hour. The product is CC1(CC(NC2=CC=C(C=C12)C(=O)NS(=O)(=O)C1CC1)C1=CC(=CC=C1)C(F)(F)F)C (cyclopropanesulfonic acid [4,4-dimethyl-2-(3-trifluoromethyl-phenyl)-1,2,3,4-tetrahydro-quinoline-6-carbonyl]-amide). Isolated yield 30.9%. Reaction SMILES: [CH:1]1([S:4]([NH2:7])(=[O:6])=[O:5])[CH2:3][CH2:2]1.[H-].[Na+].[CH3:10][C:11]1([CH3:34])[C:20]2[C:15](=[CH:16][CH:17]=[C:18]([C:21](O)=[O:22])[CH:19]=2)[NH:14][CH:13]([C:24]2[CH:29]=[CH:28][CH:27]=[C:26]([C:30]([F:33])([F:32])[F:31])[CH:25]=2)[CH2:12]1.C(N1C=CN=C1)(N1C=CN=C1)=O>CN(C)C=O.O>[CH3:10][C:11]1([CH3:34])[C:20]2[C:15](=[CH:16][CH:17]=[C:18]([C:21]([NH:7][S:4]([CH:1]3[CH2:3][CH2:2]3)(=[O:6])=[O:5])=[O:22])[CH:19]=2)[NH:14][CH:13]([C:24]2[CH:29]=[CH:28][CH:27]=[C:26]([C:30]([F:33])([F:31])[F:32])[CH:25]=2)[CH2:12]1 |f:1.2|. Reported procedure: To a suspension of cyclopropanesulfonamide (610 mg, 5.0 mmol) in N,N-dimethylformamide (5 mL) was added sodium hydride (200 mg, 5.0 mmol). The resulting mixture was stirred at 25° C. for 1 h to afford Solution A31. A solution of 4,4-dimethyl-2-(3-trifluoromethyl-phenyl)-1,2,3,4-tetrahydro-quinoline-6-carboxylic acid (350 mg, 1.0 mmol) and 1,1′-carbonyldiimidazole (320 mg, 2.0 mmol) in N,N-dimethylformamide (5 mL) was stirred at 70° C. for 1 h and cooled to room temperature to afford Solution B31... Starting materials: [C-]#N.[Na+] (sodium cyanide), C(C#CC)N1C(=NC=2N=C(N(C(C12)=O)C)Cl)N1CCN(CC1)C(=O)OC(C)(C)C (t-butyl 4-[7-(2-butynyl)-2-chloro-1-methyl-6-oxo-6,7-dihydro-1H-purin-8-yl]piperazine-1-carboxylate), O (Water). Solvent: CN1C(CCC1)=O (N-methylpyrrolidone). Conditions: temperature 50 celsius, time 1 hour. The product is C(C#CC)N1C(=NC=2N=C(N(C(C12)=O)C)C#N)N1CCN(CC1)C(=O)OC(C)(C)C (t-butyl 4-[7-(2-butynyl)-2-cyano-1-methyl-6-oxo-6,7-dihydro-1H-purin-8-yl]piperazine-1-carboxylate). Isolated yield 179.0%. As a reaction SMILES: [CH2:1]([N:5]1[C:13]2[C:12](=[O:14])[N:11]([CH3:15])[C:10](Cl)=[N:9][C:8]=2[N:7]=[C:6]1[N:17]1[CH2:22][CH2:21][N:20]([C:23]([O:25][C:26]([CH3:29])([CH3:28])[CH3:27])=[O:24])[CH2:19][CH2:18]1)[C:2]#[C:3][CH3:4].[C-:30]#[N:31].[Na+].O>CN1CCCC1=O>[CH2:1]([N:5]1[C:13]2[C:12](=[O:14])[N:11]([CH3:15])[C:10]([C:30]#[N:31])=[N:9][C:8]=2[N:7]=[C:6]1[N:17]1[CH2:22][CH2:21][N:20]([C:23]([O:25][C:26]([CH3:29])([CH3:28])[CH3:27])=[O:24])[CH2:19][CH2:18]1)[C:2]#[C:3][CH3:4] |f:1.2|. Procedure details: 8 mg of t-butyl 4-[7-(2-butynyl)-2-chloro-1-methyl-6-oxo-6,7-dihydro-1H-purin-8-yl]piperazine-1-carboxylate was dissolved in 0.2 ml of N-methylpyrrolidone, and 10 mg of sodium cyanide was added thereto. The mixture was stirred at 50° C. for 1 hour. Water was added to the reaction mixture, and the mixture was extracted with ethyl acetate. The organic layer was concentrated to give 14 mg of t-butyl 4-[7-(2-butynyl)-2-cyano-1-methyl-6-oxo-6,7-dihydro-1H-purin-8-yl]piperazine-1-carboxylate. 5 mg of ... Reactants: CC(=O)OC(C)=O, Cl, O=C(O)c1cc(Cl)ccc1O, O=S(=O)(O)O. The product is CC(=O)OC(=O)c1cc(Cl)ccc1O. As a reaction SMILES: [CH3:12][C:13](=[O:14])[O:15][C:16](=[O:17])[CH3:18].[ClH:24].[OH:1][C:2](=[O:3])[c:4]1[cH:5][c:6]([Cl:7])[cH:8][cH:9][c:10]1[OH:11].[S:19](=[O:20])(=[O:21])([OH:22])[OH:23]>>[O:1]=[C:2]([O:3][C:13]([CH3:12])=[O:14])[c:4]1[cH:5][c:6]([Cl:7])[cH:8][cH:9][c:10]1[OH:11].